Task: describe an organic reaction: reactants, conditions, products, and yield. Dataset: the Open Reaction Database (ORD), a public repository of structured organic reaction records Starting materials: C(CCC)[Li] (n-Butyllithium), N(=[N+]=[N-])CCC1=CC(=CC=C1)Br (1-azido-2-(3-bromophenyl)ethane), C(=O)N1CCOCC1 (N-formylmorpholine). Solvent: C1CCOC1 (THF), C1CCOC1 (THF), C(C)OCC (diethyl ether). Run at time 20 minute. Yields the product N(=[N+]=[N-])CCC=1C=C(C=O)C=CC1 (3-(2-Azidoethyl)benzaldehyde). As a reaction SMILES: C([Li])CCC.[N:6]([CH2:9][CH2:10][C:11]1[CH:16]=[CH:15][CH:14]=[C:13](Br)[CH:12]=1)=[N+:7]=[N-:8].[CH:18](N1CCOCC1)=[O:19]>C1COCC1.C(OCC)C>[N:6]([CH2:9][CH2:10][C:11]1[CH:12]=[C:13]([CH:14]=[CH:15][CH:16]=1)[CH:18]=[O:19])=[N+:7]=[N-:8]. Reported procedure: n-Butyllithium (1.50M in hexane, 10.8 mmol, 7.23 ml) was added dropwise at -78° C. to a solution of 1-azido-2-(3-bromophenyl)ethane [Example H(c )] (2.45 g, 10.8 mmol) in THF (80 ml). The bright yellow solution was stirred for 20 min., N-formylmorpholine (2.4 ml) in THF (10 ml) was added dropwise, the solution stirred for a further 30 min. and then warmed room temperature over 1 h. The solution was diluted with diethyl ether, washed with saturated aqueous ammonium chloride and saturated aqueous ... Reactants: C(C=C)OC1=NSC=C1 (3-Allyloxyisothiazole), FS(=O)(=O)OC (methyl fluorosulfonate). The product is FS(=O)(=O)[O-].C(C=C)OC1=[N+](SC=C1)C (3-allyloxy-2-methylisothiazolium fluorosulfonate). Isolated yield 89.0%. Reaction SMILES: [CH2:1]([O:4][C:5]1[CH:9]=[CH:8][S:7][N:6]=1)[CH:2]=[CH2:3].[F:10][S:11]([O:14][CH3:15])(=[O:13])=[O:12]>>[F:10][S:11]([O-:14])(=[O:13])=[O:12].[CH2:1]([O:4][C:5]1[CH:9]=[CH:8][S:7][N+:6]=1[CH3:15])[CH:2]=[CH2:3] |f:2.3|. Reported procedure: 3-Allyloxyisothiazole (4.0 g, 0.028 mol) and 5 ml methyl fluorosulfonate were heated at 60° for 45 min. After cooling, the solid was washed with ether to yield 6.5 g (89%) of 3-allyloxy-2-methylisothiazolium fluorosulfonate, mp 50°-53°. Spectral data (NMR & IR) were consistent with the assigned structure. Starting materials: BrC1=C(C=C(C(=C1)Br)OC)N1N=C(N(C1=O)C(F)F)C (1-(2,4-dibromo-5-methoxyphenyl)-4-difluoromethyl-4,5-dihydro-3-methyl-1,2,4-triazol-5-(1H)-one), B(Br)(Br)Br (boron tribromide). Run in C(Cl)Cl (methylene chloride). Reaction conditions: time 18 hour. Product: BrC1=C(C=C(C(=C1)Br)O)N1N=C(N(C1=O)C(F)F)C (1-(2,4-dibromo-5-hydroxyphenyl)4-difluoromethyl-4,5-dihydro-3-methyl-1,2,4-triazol-5-(1H)-one). Isolated yield 96.1%. Reaction SMILES: [Br:1][C:2]1[CH:7]=[C:6]([Br:8])[C:5]([O:9]C)=[CH:4][C:3]=1[N:11]1[C:15](=[O:16])[N:14]([CH:17]([F:19])[F:18])[C:13]([CH3:20])=[N:12]1.B(Br)(Br)Br>C(Cl)Cl>[Br:1][C:2]1[CH:7]=[C:6]([Br:8])[C:5]([OH:9])=[CH:4][C:3]=1[N:11]1[C:15](=[O:16])[N:14]([CH:17]([F:18])[F:19])[C:13]([CH3:20])=[N:12]1. Procedure details: A mixture of 17.2 g (0.042 mole) of 1-(2,4-dibromo-5-methoxyphenyl)-4-difluoromethyl-4,5-dihydro-3-methyl-1,2,4-triazol-5-(1H)-one and 50.6 g (0.020 mole) of boron tribromide in 100 mL of methylene chloride was stirred at room temperature for 18 hours. The mixture was washed with 50 mL of water, and the organic phase was dried over anhydrous magnesium sulfate. This mixture was filtered, and the filtrate was evaporated under reduced pressure to yield 16.1 g of 1-(2,4-dibromo-5-hydroxyphenyl)4-dif...